Dataset: the Open Reaction Database (ORD), a public repository of structured organic reaction records. Task: describe an organic reaction: reactants, conditions, products, and yield Procedure details: 5-[1-(4-benzyloxyindol-3-yl)ethyl]-2-methylamino-2-oxazolin-4-one (149 mg) was dissolved in a mixture of ethanol and tetrahydrofuran (5:1.6 ml). 10% palladium-carbon (45 mg) was added and the whole was hydrogenated for 24 hours at room temperature under normal pressure. The catalyst was removed from the mixture by filtration and 10% palladium-carbon (45 mg) was added again. The whole was hydrogenated for additional 24 hours at room temperature under normal pressure. The reaction mixture was filt... Product: OC1=C2C(=CNC2=CC=C1)C(C)C1C(N=C(O1)NC)=O (5-[1-(4-hydroxyindol-3-yl)ethyl]-2-methylamino-2-oxazolin-4-one). Reaction conditions: time 24 hour. Solvent: C(C)O (ethanol), O1CCCC1 (tetrahydrofuran). Reaction SMILES: C([O:8][C:9]1[CH:17]=[CH:16][CH:15]=[C:14]2[C:10]=1[C:11]([CH:18]([CH:20]1[O:24][C:23]([NH:25][CH3:26])=[N:22][C:21]1=[O:27])[CH3:19])=[CH:12][NH:13]2)C1C=CC=CC=1>C(O)C.O1CCCC1.[C].[Pd]>[OH:8][C:9]1[CH:17]=[CH:16][CH:15]=[C:14]2[C:10]=1[C:11]([CH:18]([CH:20]1[O:24][C:23]([NH:25][CH3:26])=[N:22][C:21]1=[O:27])[CH3:19])=[CH:12][NH:13]2 |f:3.4|. Reactants: C(C1=CC=CC=C1)OC1=C2C(=CNC2=CC=C1)C(C)C1C(N=C(O1)NC)=O (5-[1-(4-benzyloxyindol-3-yl)ethyl]-2-methylamino-2-oxazolin-4-one). The yield is 64.3%. Reagents/catalysts: [C].[Pd] (palladium-carbon). Starting materials: [OH-].[K+] (KOH), C(C1=CC(OC)=C(OC)C=C1)=O (veratraldehyde), [OH-].[K+] (KOH), NN (hydrazine). Run in C(CO)O (ethylene glycol). Reaction conditions: time 3 hour. The product is COC=1C=C(C=CC1OC)C (3,4-Dimethoxytoluene). The yield is 78.4%. Reaction SMILES: [CH:1](=O)[C:2]1[CH:11]=[CH:10][C:7]([O:8][CH3:9])=[C:4]([O:5][CH3:6])[CH:3]=1.[OH-].[K+].NN>C(O)CO>[CH3:6][O:5][C:4]1[CH:3]=[C:2]([CH3:1])[CH:11]=[CH:10][C:7]=1[O:8][CH3:9] |f:1.2|. Procedure: A mixture of veratraldehyde (91.5g), KOH (100 g), 95% hydrazine (75 ml) and ethylene glycol (700 ml) was heated at reflux until the KOH disappeared (30 min). The hydrazone then separated as a yellow solid and mild foaming occurred. The heating was continued at reflux causing evolution of N2 and vigorous frothing. After 3 hr., the solution was cooled, poured into 1.5 l of cold water and the resulting oil was extracted into ether. The combined extracts were washed with water, dried and evaporated ... Starting materials: aldehyde, Cl.C(C)(C)(C)NO (tert-butylhyroxylamine hydrochloride), C[O-].[Na+] (sodium methoxide), ClC=1C(=C(C=O)C=C(C1)Cl)O (3,5-dichloro-2-hydroxybenzaldehyde). The reagents and catalysts are Cl (HCl). Run in CO (MeOH). The product is ClC=1C(=C(C=C(C1)Cl)C=[N+]([O-])C(C)(C)C)O (α-(3,5-Dichloro-2-hydroxyphenyl)-N-tert-butylnitrone). Yield: 97.1%. Reaction SMILES: Cl.[C:2]([NH:6][OH:7])([CH3:5])([CH3:4])[CH3:3].C[O-].[Na+].[Cl:11][C:12]1[C:13]([OH:21])=[C:14]([CH:17]=[C:18]([Cl:20])[CH:19]=1)[CH:15]=O>CO.Cl>[Cl:11][C:12]1[C:13]([OH:21])=[C:14]([CH:15]=[N+:6]([C:2]([CH3:5])([CH3:4])[CH3:3])[O-:7])[CH:17]=[C:18]([Cl:20])[CH:19]=1 |f:0.1,2.3|. Procedure: To a solution of tert-butylhyroxylamine hydrochloride (1.5 eq.) and sodium methoxide (1.2 eq.) in MeOH was added 3,5-dichloro-2-hydroxybenzaldehyde (1 eq.) and 5 drops of 37% HCl. The resulting solution was refluxed over molecular sieves (40 g) until no more aldehyde was detected by TLC. The mixture was then cold filtered to remove molecular sieves and sodium chloride, and rinsed with CH2Cl2. The solvent was removed in vacuo and the title compound was isolated in 97.1% yield as a yellow crystall... The reactants are CC(=O)O, CCOC(=O)c1cn(N)c2cc3c(cc2c1=O)OCO3, [Na+], [OH-], O. The product is Nn1cc(C(=O)O)c(=O)c2cc3c(cc21)OCO3. As a reaction SMILES: [CH3:23][C:24](=[O:25])[OH:26].[NH2:3][n:4]1[cH:5][c:6]([C:18](=[O:19])[O:20][CH2:21][CH3:22])[c:7](=[O:17])[c:8]2[cH:9][c:10]3[c:11]([cH:12][c:13]12)[O:14][CH2:15][O:16]3.[Na+:2].[OH-:1].[OH2:27]>>[NH2:3][n:4]1[cH:5][c:6]([C:18](=[O:19])[OH:20])[c:7](=[O:17])[c:8]2[cH:9][c:10]3[c:11]([cH:12][c:13]12)[O:14][CH2:15][O:16]3.